This data is from the Open Reaction Database (ORD), a public repository of structured organic reaction records. The task is: describe an organic reaction: reactants, conditions, products, and yield Procedure: A mixture of 40 g. of 4-benzyloxyphenol, 45.8 g. of ethyl bromoacetate, 40.0 g. of potassium carbonate, 2 g. of potassium iodide and 400 ml. of acetone was heated at reflux for 24 hours. The reaction mixture was filtered and concentrated in vacuo, and the residue was recrystallized from an ether-petroleum ether mixture to give 50 g. of ethyl 4-benzyloxyphonoxyacetate, m.p. 72°-73° C. Yields the product C(C1=CC=CC=C1)OC1=CC=C(OCC(=O)OCC)C=C1 (Ethyl 4-benzyloxyphenoxyacetate). The reactants are C(C1=CC=CC=C1)OC1=CC=C(C=C1)O (4-benzyloxyphenol), [I-].[K+] (potassium iodide), BrCC(=O)OCC (ethyl bromoacetate), C([O-])([O-])=O.[K+].[K+] (potassium carbonate). RXN SMILES: [CH2:1]([O:8][C:9]1[CH:14]=[CH:13][C:12]([OH:15])=[CH:11][CH:10]=1)[C:2]1[CH:7]=[CH:6][CH:5]=[CH:4][CH:3]=1.Br[CH2:17][C:18]([O:20][CH2:21][CH3:22])=[O:19].C(=O)([O-])[O-].[K+].[K+].[I-].[K+]>CC(C)=O>[CH2:1]([O:8][C:9]1[CH:10]=[CH:11][C:12]([O:15][CH2:17][C:18]([O:20][CH2:21][CH3:22])=[O:19])=[CH:13][CH:14]=1)[C:2]1[CH:3]=[CH:4][CH:5]=[CH:6][CH:7]=1 |f:2.3.4,5.6|. Solvent: CC(=O)C (acetone). Starting materials: CC(=O)O[BH-](OC(C)=O)OC(C)=O, CCc1nc2c(cnn2CC)c(NC2CCOCC2)c1CNC(=O)c1cccc(C(=O)NCc2ccc(C)c(-c3cccc(C=O)c3)c2)c1, CC1CNCC(C)N1, CC(=O)O, ClCCl, [Na+]. Product: CCc1nc2c(cnn2CC)c(NC2CCOCC2)c1CNC(=O)c1cccc(C(=O)NCc2ccc(C)c(-c3cccc(CN4CC(C)NC(C)C4)c3)c2)c1. As a reaction SMILES: [C:62]([O:63][BH-:64]([O:65][C:66](=[O:67])[CH3:68])[O:69][C:70](=[O:71])[CH3:72])(=[O:73])[CH3:74].[CH2:1]([CH3:2])[n:3]1[n:4][cH:5][c:6]2[c:7]1[n:8][c:9]([CH2:48][CH3:49])[c:10]([CH2:19][NH:20][C:21](=[O:22])[c:23]1[cH:24][c:25]([C:29](=[O:30])[NH:31][CH2:32][c:33]3[cH:34][c:35](-[c:40]4[cH:41][c:42]([CH:46]=[O:47])[cH:43][cH:44][cH:45]4)[c:36]([CH3:39])[cH:37][cH:38]3)[cH:26][cH:27][cH:28]1)[c:11]2[NH:12][CH:13]1[CH2:14][CH2:15][O:16][CH2:17][CH2:18]1.[CH3:50][CH:51]1[NH:52][CH:53]([CH3:57])[CH2:54][NH:55][CH2:56]1.[CH3:58][C:59](=[O:60])[OH:61].[Cl:76][CH2:77][Cl:78].[Na+:75]>>[CH2:1]([CH3:2])[n:3]1[n:4][cH:5][c:6]2[c:7]1[n:8][c:9]([CH2:48][CH3:49])[c:10]([CH2:19][NH:20][C:21](=[O:22])[c:23]1[cH:24][c:25]([C:29](=[O:30])[NH:31][CH2:32][c:33]3[cH:34][c:35](-[c:40]4[cH:41][c:42]([CH2:46][N:55]5[CH2:54][CH:53]([CH3:57])[NH:52][CH:51]([CH3:50])[CH2:56]5)[cH:43][cH:44][cH:45]4)[c:36]([CH3:39])[cH:37][cH:38]3)[cH:26][cH:27][cH:28]1)[c:11]2[NH:12][CH:13]1[CH2:14][CH2:15][O:16][CH2:17][CH2:18]1. Starting materials: CSc1ccccc1N1CCNCC1, COc1ccc2nc(CCl)sc2n1. The product is COc1ccc2nc(CN3CCN(c4ccccc4SC)CC3)sc2n1. Reaction SMILES: [CH3:14][S:15][c:16]1[c:17]([N:22]2[CH2:23][CH2:24][NH:25][CH2:26][CH2:27]2)[cH:18][cH:19][cH:20][cH:21]1.[Cl:1][CH2:2][c:3]1[s:4][c:5]2[n:6][c:7]([O:12][CH3:13])[cH:8][cH:9][c:10]2[n:11]1>>[CH2:2]([c:3]1[s:4][c:5]2[n:6][c:7]([O:12][CH3:13])[cH:8][cH:9][c:10]2[n:11]1)[N:25]1[CH2:24][CH2:23][N:22]([c:17]2[c:16]([S:15][CH3:14])[cH:21][cH:20][cH:19][cH:18]2)[CH2:27][CH2:26]1. Starting materials: O=C([O-])[O-], O=Cc1cnn2c(NC3CC3)cc(Cl)nc12, [K+], [K+], N#Cc1cccnc1N1CCNCC1, CN(C)C=O. Yields the product N#Cc1cccnc1N1CCN(c2cc(NC3CC3)n3ncc(C=O)c3n2)CC1. RXN SMILES: [C:31](=[O:32])([O-:33])[O-:34].[Cl:15][c:16]1[n:17][c:18]2[n:19]([c:20]([NH:22][CH:23]3[CH2:24][CH2:25]3)[cH:21]1)[n:26][cH:27][c:28]2[CH:29]=[O:30].[K+:35].[K+:36].[N:1]1([c:7]2[c:8]([C:9]#[N:10])[cH:11][cH:12][cH:13][n:14]2)[CH2:2][CH2:3][NH:4][CH2:5][CH2:6]1.[O:37]=[CH:38][N:39]([CH3:40])[CH3:41]>>[N:1]1([c:7]2[c:8]([C:9]#[N:10])[cH:11][cH:12][cH:13][n:14]2)[CH2:2][CH2:3][N:4]([c:16]2[n:17][c:18]3[n:19]([c:20]([NH:22][CH:23]4[CH2:24][CH2:25]4)[cH:21]2)[n:26][cH:27][c:28]3[CH:29]=[O:30])[CH2:5][CH2:6]1.